From a dataset of the Open Reaction Database (ORD), a public repository of structured organic reaction records. describe an organic reaction: reactants, conditions, products, and yield Reactants: COC(=O)CCc1ccc(Oc2cccc(Oc3ccc(Cl)cc3Oc3ccccc3F)c2)cc1C, CO, [Na+], [OH-]. Yields the product Cc1cc(Oc2cccc(Oc3ccc(Cl)cc3Oc3ccccc3F)c2)ccc1CCC(=O)O. RXN SMILES: [CH3:1][O:2][C:3]([CH2:4][CH2:5][c:6]1[c:7]([CH3:35])[cH:8][c:9]([O:12][c:13]2[cH:14][c:15]([O:19][c:20]3[c:21]([O:27][c:28]4[c:29]([F:34])[cH:30][cH:31][cH:32][cH:33]4)[cH:22][c:23]([Cl:26])[cH:24][cH:25]3)[cH:16][cH:17][cH:18]2)[cH:10][cH:11]1)=[O:36].[CH3:39][OH:40].[Na+:38].[OH-:37]>>[O:2]=[C:3]([CH2:4][CH2:5][c:6]1[c:7]([CH3:35])[cH:8][c:9]([O:12][c:13]2[cH:14][c:15]([O:19][c:20]3[c:21]([O:27][c:28]4[c:29]([F:34])[cH:30][cH:31][cH:32][cH:33]4)[cH:22][c:23]([Cl:26])[cH:24][cH:25]3)[cH:16][cH:17][cH:18]2)[cH:10][cH:11]1)[OH:36]. The reactants are ClC1=NC(=NC(=C1)OC=1C=C2C=CC=NC2=CC1)N (4-chloro-6-(quinolin-6-yloxy)-pyrimidin-2-ylamine). The reagents and catalysts are [Pd] (Pd/C). The solvent is C1CCOC1 (THF). The product is N1CCCC2=CC(=CC=C12)OC1=NC(=NC=C1)N (4-(1,2,3,4-Tetrahydro-quinolin-6-yloxy)-pyrimidin-2-ylamine). RXN SMILES: Cl[C:2]1[CH:7]=[C:6]([O:8][C:9]2[CH:10]=[C:11]3[C:16](=[CH:17][CH:18]=2)[N:15]=[CH:14][CH:13]=[CH:12]3)[N:5]=[C:4]([NH2:19])[N:3]=1>C1COCC1.[Pd]>[NH:15]1[C:16]2[C:11](=[CH:10][C:9]([O:8][C:6]3[CH:7]=[CH:2][N:3]=[C:4]([NH2:19])[N:5]=3)=[CH:18][CH:17]=2)[CH2:12][CH2:13][CH2:14]1. Reported procedure: A solution of 5.4 g (0.02 mol) 4-chloro-6-(quinolin-6-yloxy)-pyrimidin-2-ylamine in 600 mL of THF is hydrogenated during 21 h in the presence of 1.2 g Pd/C (10% Engelhard 4505). Then the catalyst is filtered off and the filtrate concentrated in vacuuo. The residue is partitioned between ethyl acetate and conc. sodium bicarbonate solution and the organic layer washed with brine, dried and evaporated. The crude product is purified by flash-chromatography on silica gel using dichloromethane/methano... The reactants are O=C(CC(=O)OC)C (methyl 3-oxobutanoate), FC(C=1C=C(N)C=CC1)(F)F (3-(trifluoromethyl)aniline), C(C)(=O)O (acetic acid). Solvent: C1=CC=CC=C1 (benzene). Product: FC(C=1C=C(C=CC1)NC(=CC(=O)OC)C)(F)F (Methyl 3-{[3-(trifluoromethyl)phenyl]amino}-2-butenoate). As a reaction SMILES: O=[C:2]([CH3:8])[CH2:3][C:4]([O:6][CH3:7])=[O:5].[F:9][C:10]([F:19])([F:18])[C:11]1[CH:12]=[C:13]([CH:15]=[CH:16][CH:17]=1)[NH2:14].C(O)(=O)C>C1C=CC=CC=1>[F:9][C:10]([F:18])([F:19])[C:11]1[CH:12]=[C:13]([NH:14][C:2]([CH3:8])=[CH:3][C:4]([O:6][CH3:7])=[O:5])[CH:15]=[CH:16][CH:17]=1. Procedure details: To a solution of 3.48 g (30 mmol) methyl 3-oxobutanoate in 90 ml benzene are added 4.83 g (30 mmol) 3-(trifluoromethyl)aniline and 1.80 g (30 mmol) acetic acid. The mixture is stirred at reflux for four hours using a Dean-Stark trap to remove water. After removal of the solvent in vacuo, the residue is purified by preparative HPLC (column: YMC C18 ODS-AQ 250 mm×30 mm, 11 μm; solvent A: acetonitrile, solvent B: water; gradient: 0 min 10% A, 3 min 10% A, 11 min 90% A, 13 min 90% A, 13.2 min 10% A,...